This data is from the Open Reaction Database (ORD), a public repository of structured organic reaction records. The task is: describe an organic reaction: reactants, conditions, products, and yield Starting materials: NS(=O)(=O)c1cnccc1Cl, N. Product: Nc1ccncc1S(N)(=O)=O. Reaction SMILES: [Cl:1][c:2]1[c:3]([S:8](=[O:9])(=[O:10])[NH2:11])[cH:4][n:5][cH:6][cH:7]1.[NH3:12]>>[c:2]1([NH2:12])[c:3]([S:8](=[O:9])(=[O:10])[NH2:11])[cH:4][n:5][cH:6][cH:7]1. The product is CCOC(=O)CCC(=O)c1cccnc1. The reactants are C=CC(=O)OCC, O=Cc1cccnc1. As a reaction SMILES: [C:9]([CH:10]=[CH2:11])(=[O:12])[O:13][CH2:14][CH3:15].[n:1]1[cH:2][c:3]([CH:7]=[O:8])[cH:4][cH:5][cH:6]1>>[n:1]1[cH:2][c:3]([C:7](=[O:8])[CH2:11][CH2:10][C:9](=[O:12])[O:13][CH2:14][CH3:15])[cH:4][cH:5][cH:6]1. The reactants are C(C)(=O)OC=1C=C2CCC(C(C2=CC1)O)CN1CCN(CC1)C1=CC=CC=C1 (1,2,3,4-Tetrahydro-6-acetoxy-2-[(4-phenyl-1-piperazinyl)methyl]-1-naphthalenol), [Cl-].[NH4+] (ammonium chloride). Solvent: [OH-].[K+] (potassium hydroxide), O (water). Product: OC=1C=C2CCC(C(C2=CC1)O)CN1CCN(CC1)C1=CC=CC=C1 (1,2,3,4-Tetrahydro-6-hydroxy-2-[(4-phenyl-1-piperazinyl)methyl]-1-naphthalenol). As a reaction SMILES: C([O:4][C:5]1[CH:6]=[C:7]2[C:12](=[CH:13][CH:14]=1)[CH:11]([OH:15])[CH:10]([CH2:16][N:17]1[CH2:22][CH2:21][N:20]([C:23]3[CH:28]=[CH:27][CH:26]=[CH:25][CH:24]=3)[CH2:19][CH2:18]1)[CH2:9][CH2:8]2)(=O)C.[Cl-].[NH4+]>[OH-].[K+].O>[OH:4][C:5]1[CH:6]=[C:7]2[C:12](=[CH:13][CH:14]=1)[CH:11]([OH:15])[CH:10]([CH2:16][N:17]1[CH2:22][CH2:21][N:20]([C:23]3[CH:28]=[CH:27][CH:26]=[CH:25][CH:24]=3)[CH2:19][CH2:18]1)[CH2:9][CH2:8]2 |f:1.2,3.4|. Procedure: 1,2,3,4-Tetrahydro-6-acetoxy-2-[(4-phenyl-1-piperazinyl)methyl]-1-naphthalenol (3.96 g) in 32 ml of 8% methanolic potassium hydroxide is refluxed for 3 minutes under argon, cooled to room temperature and diluted with sufficient water to effect solution. Excess aqueous ammonium chloride solution is added dropwise, with stirring, and the reaction mixture is extracted several times with methylene chloride. The organic extracts are dried, filtered and evaporated to give the title compound. The reactants are C(C)(C)(C)OC(=O)N[C@H](C(=O)N[C@H](C(=O)O)CC1=CC(=C(C=C1)OCC(=O)OC)C(=O)OC)CC1=CC=CC=C1 ((2S)-2-({(2S)-2-[(tert-butoxycarbonyl)amino]-3-phenylpropanoyl}amino)-3-[3-(methoxycarbonyl)-4-(2-methoxy-2-oxoethoxy)phenyl]propanoic acid), OC(CNCCN)C (N-(2-hydroxypropyl)ethylenediamine). Product: C(C)(C)(C)OC(=O)N[C@H](C(=O)N[C@@H](CC=1C=CC(=C(C(=O)O)C1)OCC(=O)O)C(=O)NCCNCC(C)O)CC1=CC=CC=C1 (5-[(2S)-2-({(2S)-2-[(tert-Butoxycarbonyl)amino]-3-phenylpropanoyl}amino)-3-({2-[(2-hydroxypropyl)amino]ethyl}amino)-3-oxopropyl]-2-(carboxymethoxy)benzoic Acid). RXN SMILES: [C:1]([O:5][C:6]([NH:8][C@@H:9]([CH2:34][C:35]1[CH:40]=[CH:39][CH:38]=[CH:37][CH:36]=1)[C:10]([NH:12][C@@H:13]([CH2:17][C:18]1[CH:23]=[CH:22][C:21]([O:24][CH2:25][C:26]([O:28]C)=[O:27])=[C:20]([C:30]([O:32]C)=[O:31])[CH:19]=1)[C:14](O)=[O:15])=[O:11])=[O:7])([CH3:4])([CH3:3])[CH3:2].[OH:41][CH:42]([CH3:48])[CH2:43][NH:44][CH2:45][CH2:46][NH2:47]>>[C:1]([O:5][C:6]([NH:8][C@@H:9]([CH2:34][C:35]1[CH:40]=[CH:39][CH:38]=[CH:37][CH:36]=1)[C:10]([NH:12][C@H:13]([C:14]([NH:47][CH2:46][CH2:45][NH:44][CH2:43][CH:42]([OH:41])[CH3:48])=[O:15])[CH2:17][C:18]1[CH:23]=[CH:22][C:21]([O:24][CH2:25][C:26]([OH:28])=[O:27])=[C:20]([CH:19]=1)[C:30]([OH:32])=[O:31])=[O:11])=[O:7])([CH3:4])([CH3:2])[CH3:3]. Procedure: Synthesis was performed from (2S)-2-({(2S)-2-[(tert-butoxycarbonyl)amino]-3-phenylpropanoyl}amino)-3-[3-(methoxycarbonyl)-4-(2-methoxy-2-oxoethoxy)phenyl]propanoic acid and N-(2-hydroxypropyl)ethylenediamine (34 mg) according to Method B to give the title compound (26 mg). 1H-NMR (400 MHz, CD3OD) d 7.56 (d, J=2.4 Hz, 1H), 7.32 (d, J=8.8 Hz, 1H), 7.28-7.17 (m, 5H), 7.05 (d, J=8.5 Hz, 1H), 4.37 (m, 1H), 4.27 (dd, J=5.2 Hz, J=8.9 Hz, 1H), 1.35 (s, 9H), 1.22 (dd, J=1.8 Hz, J=6.3 Hz, 3H); HRMS m/z 63... The product is CCOC(=O)C1CCN(Cc2ccccc2)CC1. Reaction SMILES: [C:20](=[O:21])([O-:22])[O-:23].[CH3:26][CH2:27][OH:28].[Cl:12][CH2:13][c:14]1[cH:15][cH:16][cH:17][cH:18][cH:19]1.[K+:24].[K+:25].[NH:1]1[CH2:2][CH2:3][CH:4]([C:5](=[O:6])[O:7][CH2:8][CH3:9])[CH2:10][CH2:11]1>>[N:1]1([CH2:13][c:14]2[cH:15][cH:16][cH:17][cH:18][cH:19]2)[CH2:2][CH2:3][CH:4]([C:5](=[O:6])[O:7][CH2:8][CH3:9])[CH2:10][CH2:11]1. The reactants are O=C([O-])[O-], CCO, ClCc1ccccc1, [K+], [K+], CCOC(=O)C1CCNCC1. Starting materials: CO, COC(=O)c1cc(Cl)cc(C(=O)OC)c1, [K+], [OH-], O. Product: COC(=O)c1cc(Cl)cc(C(=O)O)c1. Reaction SMILES: [CH3:18][OH:19].[CH3:1][O:2][C:3]([c:4]1[cH:5][c:6]([C:7](=[O:8])[O:9][CH3:10])[cH:11][c:12]([Cl:14])[cH:13]1)=[O:15].[K+:17].[OH-:16].[OH2:20]>>[CH3:1][O:2][C:3]([c:4]1[cH:5][c:6]([C:7](=[O:8])[OH:9])[cH:11][c:12]([Cl:14])[cH:13]1)=[O:15]. Starting materials: BrC1=CN=C2N1N=C(C=C2)Cl (3-bromo-6-chloroimidazo[1,2-b]pyridazine), COCCN (2-methoxyethanamine). Product: BrC1=CN=C2N1N=C(C=C2)NCCOC (3-bromo-N-(2-methoxyethyl)imidazo[1,2-b]pyridazin-6-amine). The yield is 62.0%. RXN SMILES: [Br:1][C:2]1[N:6]2[N:7]=[C:8](Cl)[CH:9]=[CH:10][C:5]2=[N:4][CH:3]=1.[CH3:12][O:13][CH2:14][CH2:15][NH2:16]>>[Br:1][C:2]1[N:6]2[N:7]=[C:8]([NH:16][CH2:15][CH2:14][O:13][CH3:12])[CH:9]=[CH:10][C:5]2=[N:4][CH:3]=1. Procedure: A solution of 3-bromo-6-chloroimidazo[1,2-b]pyridazine (844 mg, 3.77 mmol) and 2-methoxyethanamine (1.44 mL) was heated at 170° C. (microwave) for 30 min. The resulting mixture was cooled to room temperature and purified by preparative HPLC (neutral) to afford 3-bromo-N-(2-methoxyethyl)imidazo[1,2-b]pyridazin-6-amine (630 mg, 62% yield) as a off-white solid: 1H NMR (METHANOL-d4) δ: 7.56 (d, J=9.9 Hz, 1H), 7.41 (s, 1H), 6.74 (d, J=9.6 Hz, 1H), 3.62-3.76 (m, 2H), 3.50-3.62 (m, 2H), 3.42 (s, 3H); L... Starting materials: [H-].[Na+] (Sodium hydride), S1(=O)(=O)NC(=O)C2=CC=CC=C12 (saccharin), C(C)(C)(C)OC([C@@H](CCCI)NC(=O)OC(C)(C)C)=O ((2R)-(t-butyloxycarbonylamino)-5-iodopentanoic acid t-butyl ester). Reagents/catalysts: C1COCCOCCOCCOCCOCCO1 (18-crown-6). Solvent: CN(C)C=O (DMF), CN(C)C=O (DMF). Run at time 30 minute. Product: C(C)(C)(C)OC([C@@H](CCCN1S(C2=C(C1=O)C=CC=C2)(=O)=O)NC(=O)OC(C)(C)C)=O ((2R)-t-Butoxycarbonylamino-5-(1,1,3-trioxo-2,3-dihydrobenzoisothiazol-2-yl)pentanoic acid t-butyl ester). Yield: 62.6%. RXN SMILES: [H-].[Na+].[S:3]1([C:14]2[C:9](=[CH:10][CH:11]=[CH:12][CH:13]=2)[C:7](=[O:8])[NH:6]1)(=[O:5])=[O:4].[C:15]([O:19][C:20](=[O:34])[C@H:21]([NH:26][C:27]([O:29][C:30]([CH3:33])([CH3:32])[CH3:31])=[O:28])[CH2:22][CH2:23][CH2:24]I)([CH3:18])([CH3:17])[CH3:16]>CN(C=O)C.C1OCCOCCOCCOCCOCCOC1>[C:15]([O:19][C:20](=[O:34])[C@H:21]([NH:26][C:27]([O:29][C:30]([CH3:33])([CH3:32])[CH3:31])=[O:28])[CH2:22][CH2:23][CH2:24][N:6]1[C:7](=[O:8])[C:9]2[CH:10]=[CH:11][CH:12]=[CH:13][C:14]=2[S:3]1(=[O:4])=[O:5])([CH3:16])([CH3:17])[CH3:18] |f:0.1|. Procedure: Sodium hydride (0.311 g, 7.78 mmol) was added to a solution of saccharin (1.73 g, 9.44 mmol) and 18-crown-6 (0.025 g) in 10 mL of DMF. After stirring at RT for 30 min, (2R)-(t-butyloxycarbonylamino)-5-iodopentanoic acid t-butyl ester (2.78 g, 6.96 mmol) in 10 mL of DMF was added, and the solution was stirred at RT for 30 min, then at 60° C. for 6 h. The solvent was removed under reduced pressure, and the residue was partitioned between ethyl acetate and 0.05M aqueous HCl. The organic phase was w...